This data is from the Open Reaction Database (ORD), a public repository of structured organic reaction records. The task is: describe an organic reaction: reactants, conditions, products, and yield Reactants: NC1=CC(CC(C1)(C)C)=O (3-Amino-5,5-dimethyl-2-cyclohexen-1-one), BrC1=C(C=O)C=CC=C1 (2-bromobenzaldehyde). Yields the product BrC1=C(C=CC=C1)C1C=2C(CC(CC2NC=2CC(CC(C12)=O)(C)C)(C)C)=O (9-(2-bromophenyl)-3,4,6,7,9,10-hexahydro-3,3,6,6-tetramethyl-1,8(2H,5H)-acridinedione). As a reaction SMILES: [NH2:1][C:2]1[CH2:7][C:6]([CH3:9])([CH3:8])[CH2:5][C:4](=[O:10])[CH:3]=1.[Br:11][C:12]1[CH:19]=[CH:18][CH:17]=[CH:16][C:13]=1[CH:14]=O>>[Br:11][C:12]1[CH:19]=[CH:18][CH:17]=[CH:16][C:13]=1[CH:14]1[C:3]2[C:4](=[O:10])[CH2:5][C:6]([CH3:9])([CH3:8])[CH2:7][C:2]=2[NH:1][C:2]2[CH2:7][C:6]([CH3:9])([CH3:8])[CH2:5][C:4](=[O:10])[C:3]1=2. Procedure: 3-Amino-5,5-dimethyl-2-cyclohexen-1-one was reacted with 2-bromobenzaldehyde in an analogous manner to that described in Example 1 to give 9-(2-bromophenyl)-3,4,6,7,9,10-hexahydro-3,3,6,6-tetramethyl-1,8(2H,5H)-acridinedione. Crystallization from dimethylformamide/water gave a yellow powder of melting point >285° C. (decomposition). Starting materials: C1CCOC1, CO, COC(=O)c1cc2[nH]c(-c3ccccc3)c(C3CCCCC3)c2s1, [Na+], [OH-]. The product is O=C(O)c1cc2[nH]c(-c3ccccc3)c(C3CCCCC3)c2s1. Reaction SMILES: [CH2:27]1[O:28][CH2:29][CH2:30][CH2:31]1.[CH3:32][OH:33].[CH:1]1([c:7]2[c:8]3[c:9]([nH:10][c:11]2-[c:12]2[cH:13][cH:14][cH:15][cH:16][cH:17]2)[cH:18][c:19]([C:21](=[O:22])[O:23][CH3:24])[s:20]3)[CH2:2][CH2:3][CH2:4][CH2:5][CH2:6]1.[Na+:26].[OH-:25]>>[CH:1]1([c:7]2[c:8]3[c:9]([nH:10][c:11]2-[c:12]2[cH:13][cH:14][cH:15][cH:16][cH:17]2)[cH:18][c:19]([C:21](=[O:22])[OH:23])[s:20]3)[CH2:2][CH2:3][CH2:4][CH2:5][CH2:6]1.